This data is from the Open Reaction Database (ORD), a public repository of structured organic reaction records. The task is: describe an organic reaction: reactants, conditions, products, and yield Reactants: Fc1cccnc1Br, [F-], CC1(C)OB(c2cc([N+](=O)[O-])ccc2F)OC1(C)C, [K+], C1CCOC1, O=C(C=Cc1ccccc1)C=Cc1ccccc1, O=C(C=Cc1ccccc1)C=Cc1ccccc1, O=C(C=Cc1ccccc1)C=Cc1ccccc1, O, [Pd], [Pd]. The product is O=[N+]([O-])c1ccc(F)c(-c2ncccc2F)c1. As a reaction SMILES: [Br:1][c:2]1[n:3][cH:4][cH:5][cH:6][c:7]1[F:8].[F-:28].[F:9][c:10]1[c:11]([B:19]2[O:20][C:21]([CH3:22])([CH3:23])[C:24]([CH3:25])([CH3:26])[O:27]2)[cH:12][c:13]([N+:16](=[O:17])[O-:18])[cH:14][cH:15]1.[K+:29].[O:31]1[CH2:32][CH2:33][CH2:34][CH2:35]1.[O:38]=[C:39]([CH:40]=[CH:41][c:42]1[cH:43][cH:44][cH:45][cH:46][cH:47]1)[CH:48]=[CH:49][c:50]1[cH:51][cH:52][cH:53][cH:54][cH:55]1.[O:56]=[C:57]([CH:58]=[CH:59][c:60]1[cH:61][cH:62][cH:63][cH:64][cH:65]1)[CH:66]=[CH:67][c:68]1[cH:69][cH:70][cH:71][cH:72][cH:73]1.[O:74]=[C:75]([CH:76]=[CH:77][c:78]1[cH:79][cH:80][cH:81][cH:82][cH:83]1)[CH:84]=[CH:85][c:86]1[cH:87][cH:88][cH:89][cH:90][cH:91]1.[OH2:30].[Pd:36].[Pd:37]>>[c:2]1(-[c:11]2[c:10]([F:9])[cH:15][cH:14][c:13]([N+:16](=[O:17])[O-:18])[cH:12]2)[n:3][cH:4][cH:5][cH:6][c:7]1[F:8]. Starting materials: Cl (Hydrochloric acid), COC=1C=C(C=CC1OC)/C(/C#N)=C/C=1C=NC=CC1 ((Z)-2-(3,4-dimethoxy-phenyl)-3-pyridin-3-yl-acrylonitrile). Reaction conditions: time 3 hour. Yields the product Cl.COC=1C=C(C=CC1OC)/C(/C#N)=C/C=1C=NC=CC1 ((Z)-2-(3,4-dimethoxy-phenyl)-3-pyridin-3-yl-acrylonitrile hydrochloride). The yield is 97.0%. Reaction SMILES: [ClH:1].[CH3:2][O:3][C:4]1[CH:5]=[C:6](/[C:12](=[CH:15]/[C:16]2[CH:17]=[N:18][CH:19]=[CH:20][CH:21]=2)/[C:13]#[N:14])[CH:7]=[CH:8][C:9]=1[O:10][CH3:11]>>[ClH:1].[CH3:2][O:3][C:4]1[CH:5]=[C:6](/[C:12](=[CH:15]/[C:16]2[CH:17]=[N:18][CH:19]=[CH:20][CH:21]=2)/[C:13]#[N:14])[CH:7]=[CH:8][C:9]=1[O:10][CH3:11] |f:2.3|. Procedure: 0.1N Hydrochloric acid (21.0 mL) was added to Compound 34 (500 mg), and purified water (40 mL), acetonitrile (50 mL), and chloroform (1 mL) were added to the mixture, to thereby dissolve the mixture. The solution was stirred in the dark at room temperature for 3 hours, and the solvent was evaporated to dryness. The precipitated crystals were thoroughly dried, to thereby yield the target product (yield: 550 mg, 97%). Starting materials: Cl (HCl), C1(CCCCC1)CCC(=O)OCC (ethyl 3-cyclohexylpropionate), C(=O)OCC (ethyl formate), [H-].[Na+] (sodium hydride). Solvent: CN(C=O)C (dimethylformamide). Reaction conditions: temperature 25 celsius, time 24 hour. The product is C(=O)C(C(=O)OCC)CC1CCCCC1 (ethyl 2-formyl-3-cyclohexylpropionate). Yield: 41.0%. Reaction SMILES: [CH:1]1([CH2:7][CH2:8][C:9]([O:11][CH2:12][CH3:13])=[O:10])[CH2:6][CH2:5][CH2:4][CH2:3][CH2:2]1.[H-].[Na+].[CH:16](OCC)=[O:17].Cl>CN(C)C=O>[CH:16]([CH:8]([CH2:7][CH:1]1[CH2:6][CH2:5][CH2:4][CH2:3][CH2:2]1)[C:9]([O:11][CH2:12][CH3:13])=[O:10])=[O:17] |f:1.2|. Procedure: 76.0 g of ethyl 3-cyclohexylpropionate are initially introduced into 200 ml of dimethylformamide at 0° to 5° C., and 24.6 g of sodium hydride (80% strength in oil) are added. After dropwise addition of 235 ml of ethyl formate, the mixture is stirred at 25° C. for 24 hours. The batch is stirred into 1.6 l of 10% strength HCl, extracted with 800 ml of methylene chloride and distilled. 34.2 g (41%) of ethyl 2-formyl-3-cyclohexylpropionate of boiling point 91°-95° C./1.25 mm are obtained. The reactants are ClCCl, ClI, [Na+], [Na+], O=S([O-])([O-])=S, CC(=O)NCc1ccc2c(c1)OCO2. Yields the product CC(=O)NCc1cc2c(cc1I)OCO2. Reaction SMILES: [CH2:24]([Cl:25])[Cl:26].[I:15][Cl:16].[Na+:17].[Na+:18].[O-:19][S:20]([O-:21])(=[S:22])=[O:23].[O:1]1[CH2:2][O:3][c:4]2[c:5]1[cH:6][cH:7][c:8]([CH2:10][NH:11][C:12]([CH3:13])=[O:14])[cH:9]2>>[O:1]1[CH2:2][O:3][c:4]2[c:5]1[cH:6][c:7]([I:15])[c:8]([CH2:10][NH:11][C:12]([CH3:13])=[O:14])[cH:9]2. Reactants: CN1C([C@H]2CCCC[C@]2(CC1=O)C1=CC=CC=C1)=O (N-Methyl-4a-phenyl-1,3-diketo-cis-decahydroisoquinoline), [H-].[Al+3].[Li+].[H-].[H-].[H-] (lithium aluminum hydride). Solvent: O1CCCC1 (tetrahydrofuran). Yields the product CN1C[C@H]2CCCC[C@]2(CC1)C1=CC=CC=C1 (N-Methyl-4a-phenyl-cis-decahydroisoquinoline). Isolated yield 94.5%. RXN SMILES: [CH3:1][N:2]1[C:11](=O)[CH2:10][C@@:9]2([C:13]3[CH:18]=[CH:17][CH:16]=[CH:15][CH:14]=3)[C@H:4]([CH2:5][CH2:6][CH2:7][CH2:8]2)[C:3]1=O.[H-].[Al+3].[Li+].[H-].[H-].[H-]>O1CCCC1>[CH3:1][N:2]1[CH2:11][CH2:10][C@@:9]2([C:13]3[CH:18]=[CH:17][CH:16]=[CH:15][CH:14]=3)[C@H:4]([CH2:5][CH2:6][CH2:7][CH2:8]2)[CH2:3]1 |f:1.2.3.4.5.6|. Reported procedure: N-Methyl-4a-phenyl-1,3-diketo-cis-decahydroisoquinoline (1.9 g) in 75 ml of anhydrous tetrahydrofuran was treated with lithium aluminum hydride (2.0 g) and refluxed overnight. The reaction was quenched by the successive addition of 2.0 ml of water, 2.0 ml of 15% sodium hydroxide and finally 6.0 ml of water. The inorganic salts were filtered and washed well with ether. The combined filtrates were evaporated to yield 1.6 g of an oil which was evaporatively distilled, bp 125° (0.05 mm), nD20 1.5514... Reactants: C(=S)(Cl)Cl (Thiophosgene), CN(C1=NC(=C(C=C1)N)C)C (N2,N2,6-trimethylpyridine-2,5-diamine). Run in O1CCCC1 (tetrahydrofuran), C(O)([O-])=O.[Na+] (sodium hydrogen carbonate), C(O)([O-])=O.[Na+] (sodium hydrogen carbonate). Run at temperature 0 celsius, time 2 hour. Product: N(=C=S)C=1C=CC(=NC1C)N(C)C (5-Isothiocyanato-N,N,6-trimethylpyridin-2-amine). Isolated yield 43.2%. Reaction SMILES: [C:1](Cl)(Cl)=[S:2].[CH3:5][N:6]([CH3:15])[C:7]1[CH:12]=[CH:11][C:10]([NH2:13])=[C:9]([CH3:14])[N:8]=1>O1CCCC1.C(=O)([O-])O.[Na+]>[N:13]([C:10]1[CH:11]=[CH:12][C:7]([N:6]([CH3:5])[CH3:15])=[N:8][C:9]=1[CH3:14])=[C:1]=[S:2] |f:3.4|. Reported procedure: Thiophosgene (1.3 mL, 16.7 mmol) was added dropwise to a stirred mixture of N2,N2,6-trimethylpyridine-2,5-diamine (2.30 g, 15.2 mmol) in tetrahydrofuran (20 mL) and saturated aqueous sodium hydrogen carbonate (20 mL) at 0° C., and the mixture was stirred at 0° C. for 2 hr. The mixture was diluted with saturated aqueous sodium hydrogen carbonate, and extracted with ethyl acetate. The combined organic layer was washed with brine, dried over anhydrous magnesium sulfate, filtered and concentrated in... Starting materials: FC(F)(F)[s+]1c2ccccc2c2ccccc21, CN(C)C=O, O, CC(C)(C)OC(=O)N1CCC2(CC1)Oc1ncccc1-n1cccc12. Product: CC(C)(C)OC(=O)N1CCC2(CC1)Oc1ncccc1-n1c(C(F)(F)F)ccc12. As a reaction SMILES: [F:26][C:27]([s+:28]1[c:29]2[cH:30][cH:31][cH:32][cH:33][c:34]2[c:35]2[cH:36][cH:37][cH:38][cH:39][c:40]12)([F:41])[F:42].[O:44]=[CH:45][N:46]([CH3:47])[CH3:48].[OH2:43].[cH:1]1[cH:2][cH:3][n:4][c:5]2[c:22]1-[n:21]1[c:20]([cH:25][cH:24][cH:23]1)[C:7]1([O:6]2)[CH2:8][CH2:9][N:10]([C:13](=[O:14])[O:15][C:16]([CH3:17])([CH3:18])[CH3:19])[CH2:11][CH2:12]1>>[cH:1]1[cH:2][cH:3][n:4][c:5]2[c:22]1-[n:21]1[c:20]([cH:25][cH:24][c:23]1[C:27]([F:26])([F:41])[F:42])[C:7]1([O:6]2)[CH2:8][CH2:9][N:10]([C:13](=[O:14])[O:15][C:16]([CH3:17])([CH3:18])[CH3:19])[CH2:11][CH2:12]1. Starting materials: FC(CCC(=O)O)(F)F (4,4,4-trifluorobutyric acid), CCN=C=NCCCN(C)C (EDCI), C=1C=CC2=C(C1)N=NN2O (HOBt), CCN(C(C)C)C(C)C (DIEA), N1C[C@@H](CC1)C1=NC(=NO1)C=1SC=CN1 (5-[(3R)-pyrrolidin-3-yl]-3-(1,3-thiazol-2-yl)-1,2,4-oxadiazole). The solvent is CN(C)C=O (DMF), CN(C)C=O (DMF). Conditions: time 8 hour. Yields the product FC(CCC(=O)N1C[C@@H](CC1)C1=NC(=NO1)C=1SC=CN1)(F)F (4,4,4-trifluoro-1-[(3R)-3-[3-(1,3-thiazol-2-yl)-1,2,4-oxadiazol-5-yl]pyrrolidin-1-yl]butan-1-one). RXN SMILES: [F:1][C:2]([F:9])([F:8])[CH2:3][CH2:4][C:5](O)=[O:6].CCN=C=NCCCN(C)C.C1C=CC2N(O)N=NC=2C=1.CCN(C(C)C)C(C)C.[NH:40]1[CH2:44][CH2:43][C@@H:42]([C:45]2[O:49][N:48]=[C:47]([C:50]3[S:51][CH:52]=[CH:53][N:54]=3)[N:46]=2)[CH2:41]1>CN(C=O)C>[F:1][C:2]([F:9])([F:8])[CH2:3][CH2:4][C:5]([N:40]1[CH2:44][CH2:43][C@@H:42]([C:45]2[O:49][N:48]=[C:47]([C:50]3[S:51][CH:52]=[CH:53][N:54]=3)[N:46]=2)[CH2:41]1)=[O:6]. Reported procedure: (R)—N—Boc-pyrrolidine-3-carboxylic acid (700 mg, 3.25 mmol, 1.1 equiv), HBTU (1.23 g, 1.1 equiv) and DIEA (1.53 mL, 3 equiv) were dissolved in DMF (15 mL). The solution was stirred 5 min and then 1,3-thiazole-2-amidoxime (5a) (422 mg, 2.95 mmol, 1 equiv) was added. The reaction mixture was stirred overnight at room temperature and then evaporated under reduced pressure. The residue was dissolved in AcOEt, washed twice with saturated aqueous NaHCO3, once with brine, then dried over MgSO4 and evap...